From a dataset of the Open Reaction Database (ORD), a public repository of structured organic reaction records. describe an organic reaction: reactants, conditions, products, and yield Starting materials: CCN=C=NCCCN(C)C, CCNCC, COc1cccc(C(=O)c2ccc(C(=O)O)cc2)c1, ClCCl, O, On1nnc2ccccc21. The product is CCN(CC)C(=O)c1ccc(C(=O)c2cccc(OC)c2)cc1. As a reaction SMILES: [CH2:20]([N:21]=[C:22]=[N:23][CH2:24][CH2:25][CH2:26][N:27]([CH3:28])[CH3:29])[CH3:30].[CH2:42]([CH3:43])[NH:44][CH2:45][CH3:46].[CH3:1][O:2][c:3]1[cH:4][c:5]([C:6](=[O:7])[c:8]2[cH:9][cH:10][c:11]([C:12](=[O:13])[OH:14])[cH:15][cH:16]2)[cH:17][cH:18][cH:19]1.[Cl:47][CH2:48][Cl:49].[OH2:31].[OH:32][n:33]1[c:34]2[cH:35][cH:36][cH:37][cH:38][c:39]2[n:40][n:41]1>>[CH3:1][O:2][c:3]1[cH:4][c:5]([C:6](=[O:7])[c:8]2[cH:9][cH:10][c:11]([C:12](=[O:14])[N:44]([CH2:42][CH3:43])[CH2:45][CH3:46])[cH:15][cH:16]2)[cH:17][cH:18][cH:19]1. Starting materials: ClCl (chlorine), C23H24ClN5O3, CC=1C=C(C(=O)O)C=CC1C(=O)N1CCCC1 (3-methyl-4-(pyrrolidin-1-ylcarbonyl)benzoic acid), CN(C)C(=[N+](C)C)ON1C2=C(C=CC=C2)N=N1.[B-](F)(F)(F)F (TBTU), C(C)(C)N(CC)C(C)C (diisopropylethylamine), N[C@@H](CC(=O)N)C1=NC2=C(N1)C=CC(=C2)Cl ((S)-3-amino-3-(5-chloro-1H-benzimidazol-2-yl)propionic acid amide). The solvent is ClCCl.CO (dichloromethane methanol), CN(C=O)C (dimethylformamide). Yields the product NC(=O)C[C@@H](C1=NC2=C(N1)C=CC(=C2)Cl)NC(C2=CC(=C(C=C2)C(=O)N2CCCC2)C)=O ((S)—N-[2-aminocarbonyl-1-(5-chloro-1H-benzimidazol-2-yl)ethyl]-3-methyl-4-(pyrrolidin-1-ylcarbonyl)benzamide). As a reaction SMILES: [CH3:1][C:2]1[CH:3]=[C:4]([CH:8]=[CH:9][C:10]=1[C:11]([N:13]1[CH2:17][CH2:16][CH2:15][CH2:14]1)=[O:12])[C:5]([OH:7])=O.CN(C(ON1N=NC2C=CC=CC1=2)=[N+](C)C)C.[B-](F)(F)(F)F.C(N(C(C)C)CC)(C)C.[NH2:49][C@H:50]([C:55]1[NH:59][C:58]2[CH:60]=[CH:61][C:62]([Cl:64])=[CH:63][C:57]=2[N:56]=1)[CH2:51][C:52]([NH2:54])=[O:53].ClCl>CN(C)C=O.ClCCl.CO>[NH2:54][C:52]([CH2:51][C@H:50]([NH:49][C:5](=[O:7])[C:4]1[CH:8]=[CH:9][C:10]([C:11]([N:13]2[CH2:17][CH2:16][CH2:15][CH2:14]2)=[O:12])=[C:2]([CH3:1])[CH:3]=1)[C:55]1[NH:59][C:58]2[CH:60]=[CH:61][C:62]([Cl:64])=[CH:63][C:57]=2[N:56]=1)=[O:53] |f:1.2,7.8|. Procedure: Prepared analogously to Example 10d from 3-methyl-4-(pyrrolidin-1-ylcarbonyl)benzoic acid, TBTU, diisopropylethylamine, and (S)-3-amino-3-(5-chloro-1H-benzimidazol-2-yl)propionic acid amide in dimethylformamide. Yield: 97 mg (43% of theory); Rf value: 0.37 (silica gel; dichloromethane/methanol=9:1); C23H24ClN5O3 (453.93); mass spectrum: (M+H)+=454/456 (chlorine isotope). Starting materials: CO, [K+], COC(=O)CCCCN=[N+]=[N-], [OH-], O. Yields the product [N-]=[N+]=NCCCCC(=O)O. RXN SMILES: [CH3:15][OH:16].[K+:13].[N:1](=[N+:2]=[N-:3])[CH2:4][CH2:5][CH2:6][CH2:7][C:8](=[O:9])[O:10][CH3:11].[OH-:12].[OH2:14]>>[N:1](=[N+:2]=[N-:3])[CH2:4][CH2:5][CH2:6][CH2:7][C:8](=[O:9])[OH:10]. Reactants: ClC=1N(C(N(N1)C)=O)C1=CC=CC2=CC=C(C=C12)O (5-chloro-2,4-dihydro-4-(7-hydroxy-1-naphthalenyl)-2-methyl-3H-1,2,4-triazol-3-one), C[O-].[Na+] (sodium methoxide). Run in C1CCOC1 (THF). Conditions: temperature 50 celsius, time 8 hour. Product: crude product, OC1=CC=C2C=CC=C(C2=C1)N1C(N(N=C1OC)C)=O (2,4-dihydro-4-(7-hydroxy-1-naphthalenyl)-5-methoxy-2-methyl-3H-1,2,4-triazol-3-one). RXN SMILES: Cl[C:2]1[N:3]([C:9]2[C:18]3[C:13](=[CH:14][CH:15]=[C:16]([OH:19])[CH:17]=3)[CH:12]=[CH:11][CH:10]=2)[C:4](=[O:8])[N:5]([CH3:7])[N:6]=1.[CH3:20][O-:21].[Na+]>C1COCC1>[OH:19][C:16]1[CH:17]=[C:18]2[C:13]([CH:12]=[CH:11][CH:10]=[C:9]2[N:3]2[C:2]([O:21][CH3:20])=[N:6][N:5]([CH3:7])[C:4]2=[O:8])=[CH:14][CH:15]=1 |f:1.2|. Procedure: To a solution of the tide compound of Step F (3.3 g) in THF (38 mL) was added a solution of sodium methoxide (6.5 mL, 30% in methanol) while stiring under N2. The mixture was heated at 50° C. for 6 h and cooled to room temperature and left to stir overnight. The reaction was quenched with water and extracted three times with methylene chloride and then three times with ethyl acetate. The combined organic extracts were dried (MgSO4), filtered and concentrated under reduced pressure. Trituration (... Reactants: N[C@H](C(=O)NC=1C(=NC=C(C1)C=1C=NNC1)OC)CC1=CC=CC=C1 ((2S)-2-Amino-N-(2-methoxy-5-(1H-pyrazol-4-yl)pyridin-3-yl)-3-phenylpropanamide), N[C@H](C(=O)NC=1C(NC=C(C1)C=1C=NNC1)=O)CC1=CC=CC=C1 ((S)-2-amino-N-(2-oxo-5-(1H-pyrazol-4-yl)-1,2-dihydropyridin-3-yl)-3-phenylpropanamide), S1C=NC(=C1)C=O (thiazole-4-carbaldehyde), C(C)(=O)O[BH-](OC(C)=O)OC(C)=O.[Na+] (Sodium triacetoxyborohydride), C(C)(=O)O (acetic acid). Run in C(Cl)Cl (DCM). Conditions: time 1 hour. Yields the product COC1=NC=C(C=C1NC([C@H](CC1=CC=CC=C1)NCC1=CN=CS1)=O)C=1C=NNC1 ((2S)—N-(2-methoxy-5-(1H-pyrazol-4-yl)pyridin-3-yl)-3-phenyl-2-(thiazol-5-ylmethylamino)propanamide). The yield is 57.0%. RXN SMILES: [NH2:1][C@@H:2]([CH2:19][C:20]1[CH:25]=[CH:24][CH:23]=[CH:22][CH:21]=1)[C:3]([NH:5][C:6]1[C:7]([O:17][CH3:18])=[N:8][CH:9]=[C:10]([C:12]2[CH:13]=[N:14][NH:15][CH:16]=2)[CH:11]=1)=[O:4].N[C@@H:27]([CH2:43]C1C=CC=CC=1)[C:28]([NH:30][C:31]1C(=O)NC=C(C2C=NNC=2)C=1)=O.[S:50]1C=C(C=O)N=C1.C(O[BH-](OC(=O)C)OC(=O)C)(=O)C.[Na+].C(O)(=O)C>C(Cl)Cl>[CH3:18][O:17][C:7]1[C:6]([NH:5][C:3](=[O:4])[C@@H:2]([NH:1][CH2:43][C:27]2[S:50][CH:31]=[N:30][CH:28]=2)[CH2:19][C:20]2[CH:25]=[CH:24][CH:23]=[CH:22][CH:21]=2)=[CH:11][C:10]([C:12]2[CH:13]=[N:14][NH:15][CH:16]=2)=[CH:9][N:8]=1 |f:3.4|. Reported procedure: To a solution of a 1:9 mixture of (2S)-2-amino-N-(2-methoxy-5-(1H-pyrazol-4-yl)pyridin-3-yl)-3-phenylpropanamide 15.1.D and (S)-2-amino-N-(2-oxo-5-(1H-pyrazol-4-yl)-1,2-dihydropyridin-3-yl)-3-phenylpropanamide (90 mg, 0.28 mmol) in DCM (1 mL) was added thiazole-4-carbaldehyde (26 mg, 0.28 mmol) and was then stirred for 1 hour. Sodium triacetoxyborohydride (170 mg, 0.82 mmol) and acetic acid (16 μL, 0.28 mmol) was then added, the mixture was stirred for an additional 1 hour at room temperature, c...